This data is from the Open Reaction Database (ORD), a public repository of structured organic reaction records. The task is: describe an organic reaction: reactants, conditions, products, and yield The reactants are Brc1ccc(I)cc1, O=C([O-])[O-], COC(=O)CCc1ccc(O)cc1C, CC(C)(C)C(=O)CC(=O)C(C)(C)C, CN1CCCC1=O, Cl[Cu], [Cs+], [Cs+]. Yields the product COC(=O)CCc1ccc(Oc2ccc(Br)cc2)cc1C. Reaction SMILES: [Br:15][c:16]1[cH:17][cH:18][c:19]([I:22])[cH:20][cH:21]1.[C:23](=[O:24])([O-:25])[O-:26].[CH3:1][O:2][C:3]([CH2:4][CH2:5][c:6]1[c:7]([CH3:13])[cH:8][c:9]([OH:12])[cH:10][cH:11]1)=[O:14].[CH3:29][C:30]([CH3:31])([C:32](=[O:33])[CH2:34][C:35](=[O:36])[C:37]([CH3:38])([CH3:39])[CH3:40])[CH3:41].[CH3:42][N:43]1[CH2:44][CH2:45][CH2:46][C:47]1=[O:48].[Cl:49][Cu:50].[Cs+:27].[Cs+:28]>>[CH3:1][O:2][C:3]([CH2:4][CH2:5][c:6]1[c:7]([CH3:13])[cH:8][c:9]([O:12][c:19]2[cH:18][cH:17][c:16]([Br:15])[cH:21][cH:20]2)[cH:10][cH:11]1)=[O:14]. The reactants are CCN1CCCC1CNC(=O)c1c(OC)c(Br)cc([N+](=O)[O-])c1OC, CO, [Fe+2], N, O, O, O, O, O, O, O, O, O=S(=O)([O-])[O-]. The product is CCN1CCCC1CNC(=O)c1c(OC)c(N)cc(Br)c1OC. Reaction SMILES: [Br:1][c:2]1[c:3]([O:24][CH3:25])[c:4]([C:5](=[O:6])[NH:7][CH2:8][CH:9]2[N:10]([CH2:14][CH3:15])[CH2:11][CH2:12][CH2:13]2)[c:16]([O:22][CH3:23])[c:17]([N+:19]([O-:20])=[O:21])[cH:18]1.[CH3:26][OH:27].[Fe+2:42].[NH3:28].[OH2:29].[OH2:30].[OH2:31].[OH2:32].[OH2:33].[OH2:34].[OH2:35].[OH2:36].[S:37]([O-:38])([O-:39])(=[O:40])=[O:41]>>[Br:1][c:2]1[c:3]([O:24][CH3:25])[c:4]([C:5](=[O:6])[NH:7][CH2:8][CH:9]2[N:10]([CH2:14][CH3:15])[CH2:11][CH2:12][CH2:13]2)[c:16]([O:22][CH3:23])[c:17]([NH2:19])[cH:18]1.